Dataset: the Open Reaction Database (ORD), a public repository of structured organic reaction records. Task: describe an organic reaction: reactants, conditions, products, and yield The reactants are BrCC(=O)C1=CC=C(C=C1)OCCC (2-bromo-4'-propoxyacetophenone), ClC(=O)OCC(Cl)(Cl)Cl (2,2,2-trichloroethyl chloroformate), [OH-].[Na+] (sodium hydroxide), NCCC (1-aminopropane), C(C)(C)N(C(C)C)CC (N,N-diisopropylethylamine). Run in C(Cl)Cl (methylene chloride), O (water), C(Cl)Cl (methylene chloride). Conditions: time 9 minute. Product: C(CC)N(C(=O)OCC(Cl)(Cl)Cl)CC(=O)C1=CC=C(C=C1)OCCC (2-(N-propyl-N-(2,2,2-trichloroethoxycarbonyl)amino)-4'-propoxyacetophenone). Reaction SMILES: [NH2:1][CH2:2][CH2:3][CH3:4].C(N(CC)C(C)C)(C)C.Br[CH2:15][C:16]([C:18]1[CH:23]=[CH:22][C:21]([O:24][CH2:25][CH2:26][CH3:27])=[CH:20][CH:19]=1)=[O:17].[OH-].[Na+].Cl[C:31]([O:33][CH2:34][C:35]([Cl:38])([Cl:37])[Cl:36])=[O:32]>C(Cl)Cl.O>[CH2:2]([N:1]([CH2:15][C:16]([C:18]1[CH:23]=[CH:22][C:21]([O:24][CH2:25][CH2:26][CH3:27])=[CH:20][CH:19]=1)=[O:17])[C:31]([O:33][CH2:34][C:35]([Cl:38])([Cl:37])[Cl:36])=[O:32])[CH2:3][CH3:4] |f:3.4|. Procedure details: To 250 ml of methylene chloride was added 44 g (750 mmole) of 1-aminopropane and 107 g (830 mmole) of N,N-diisopropylethylamine. The resulting mechanically stirred mixture was cooled to +5° C. (internal) and a solution of 2-bromo-4'-propoxyacetophenone (Example 585b) (≤750 mmole) in 250 ml of methylene chloride was added over 6 minutes while strictly maintaining the internal temperature between +5° C. and +15° C. as a moderate exotherm occurred. Toward the end of the addition, the internal tempe... Yields the product CC1=CC=C(O1)C=1OC2=C(N1)C=C(C=C2)N=C=S (isothiocyanic acid, 2-(5-methyl-2-furyl)-5-benzoxazolyl ester). The reagents and catalysts are [Pd] (Pd). Starting materials: [N+](=O)([O-])C=1C=CC2=C(N=C(O2)C=2OC(=CC2)C)C1 (5-nitro-2-(5-methyl-2-furyl)benzoxazole), C([O-])([O-])=O.[Ca+2] (calcium carbonate), CCO (EtOH), C(=S)(Cl)Cl (thiophosgene). Run at time 8 hour. As a reaction SMILES: [N+:1]([C:4]1[CH:5]=[CH:6][C:7]2[O:11][C:10]([C:12]3[O:13][C:14]([CH3:17])=[CH:15][CH:16]=3)=[N:9][C:8]=2[CH:18]=1)([O-])=O.CCO.[C:22](Cl)(Cl)=[S:23].C(=O)([O-])[O-].[Ca+2]>C(Cl)(Cl)Cl.[Pd].O>[CH3:17][C:14]1[O:13][C:12]([C:10]2[O:11][C:7]3[CH:6]=[CH:5][C:4]([N:1]=[C:22]=[S:23])=[CH:18][C:8]=3[N:9]=2)=[CH:16][CH:15]=1 |f:3.4|. The solvent is C(Cl)(Cl)Cl (CHCl3), O (water), C(Cl)(Cl)Cl (CHCl3). Reported procedure: 3.32 g (0.0013 mole) of 5-nitro-2-(5-methyl-2-furyl)benzoxazole and 0.65 g of 10% Pd are suspended in 100 ml of abs. EtOH and hydrogenated at 65 psi over a period of 4 hr. The catalyst is removed and the EtOH evaporated under vacuum yielding a dark brown residue. The residue is dissolved in 150 ml of CHCl3 and added dropwise to the following cold suspension: 1.5 g (0.013 mole) of thiophosgene, 1.3 g (0.013 mole) of calcium carbonate, 150 ml of CHCl3 and 30 ml of water. After the addition is comp... The yield is 420.2%. Starting materials: BrC(Br)(Br)Br, ClCCl, CN1C(=O)C(c2cn(C)c3ccccc23)=C(c2cc(OCCO)cc3ccoc23)C1=O, c1ccc(P(c2ccccc2)c2ccccc2)cc1. The product is CN1C(=O)C(c2cn(C)c3ccccc23)=C(c2cc(OCCBr)cc3ccoc23)C1=O. As a reaction SMILES: [C:51]([Br:52])([Br:53])([Br:54])[Br:55].[Cl:56][CH2:57][Cl:58].[OH:1][CH2:2][CH2:3][O:4][c:5]1[cH:6][c:7]([C:14]2=[C:18]([c:19]3[cH:20][n:21]([CH3:28])[c:22]4[cH:23][cH:24][cH:25][cH:26][c:27]34)[C:17](=[O:29])[N:16]([CH3:30])[C:15]2=[O:31])[c:8]2[c:9]([cH:10][cH:11][o:12]2)[cH:13]1.[c:32]1([P:33]([c:34]2[cH:35][cH:36][cH:37][cH:38][cH:39]2)[c:40]2[cH:41][cH:42][cH:43][cH:44][cH:45]2)[cH:46][cH:47][cH:48][cH:49][cH:50]1>>[CH2:2]([CH2:3][O:4][c:5]1[cH:6][c:7]([C:14]2=[C:18]([c:19]3[cH:20][n:21]([CH3:28])[c:22]4[cH:23][cH:24][cH:25][cH:26][c:27]34)[C:17](=[O:29])[N:16]([CH3:30])[C:15]2=[O:31])[c:8]2[c:9]([cH:10][cH:11][o:12]2)[cH:13]1)[Br:52]. The reactants are COC=1C=C(C=CC1)N1CCNCC1 (1-(3-methoxyphenyl)piperazine), C1(=C(C=CC=C1)CN1CCN(CC1)C1=CC=CC=C1)C1=CC=CC=C1 (1-(biphenyl-2-ylmethyl)-4-phenylpiperazine), C=1(C(=CC=CC1)C=O)C1=CC=CC=C1 (biphenyl-2-carbaldehyde), [BH-](OC(=O)C)(OC(=O)C)OC(=O)C.[Na+] (NaBH(OAc)3). The product is C1(=C(C=CC=C1)CN1CCN(CC1)C1=CC(=CC=C1)OC)C1=CC=CC=C1 (1-(biphenyl-2-ylmethyl)-4-(3-methoxyphenyl)piperazine). RXN SMILES: [CH3:1][O:2][C:3]1[CH:4]=[C:5]([N:9]2[CH2:14][CH2:13][NH:12][CH2:11][CH2:10]2)[CH:6]=[CH:7][CH:8]=1.[C:15]1([C:23]2[CH:28]=[CH:27][CH:26]=[CH:25][CH:24]=2)[C:16]([CH:21]=O)=[CH:17][CH:18]=[CH:19][CH:20]=1.[BH-](OC(C)=O)(OC(C)=O)OC(C)=O.[Na+].C1(C2C=CC=CC=2)C=CC=CC=1CN1CCN(C2C=CC=CC=2)CC1>>[C:15]1([C:23]2[CH:24]=[CH:25][CH:26]=[CH:27][CH:28]=2)[CH:20]=[CH:19][CH:18]=[CH:17][C:16]=1[CH2:21][N:12]1[CH2:13][CH2:14][N:9]([C:5]2[CH:6]=[CH:7][CH:8]=[C:3]([O:2][CH3:1])[CH:4]=2)[CH2:10][CH2:11]1 |f:2.3|. Procedure details: 124 mg of the target compound (0.35 mmol, 42.7%) was obtained using 1-(3-methoxyphenyl)piperazine (315 mg, 1.64 mmol), biphenyl-2-carbaldehyde (150 mg, 0.82 mmol) and NaBH(OAc)3 (529 mg, 2.46 mmol) according to the synthesis method of Compound 1. The reactants are C1=CC=C2C(=C1)C=CS2 (Thionaphthene), [Li+].CCC[CH2-] (N-butyllithium), C(=O)=O (dry ice). Run in CCOCC (ether). Yields the product C1=CC=C2C(=C1)C=C(S2)C(=O)O (Thionaphthene-2-carboxylic acid). Reaction SMILES: [CH:1]1[CH:6]=[C:5]2[CH:7]=[CH:8][S:9][C:4]2=[CH:3][CH:2]=1.[Li+].CCC[CH2-].[C:15](=[O:17])=[O:16]>CCOCC>[CH:1]1[CH:6]=[C:5]2[CH:7]=[C:8]([C:15]([OH:17])=[O:16])[S:9][C:4]2=[CH:3][CH:2]=1 |f:1.2|. Procedure: Thionaphthene was treated in a carboxylation reaction in accordance with the procedure described by D. A. Shirley and M. D. Cameron, in J. Am. Chem. Soc., 72, 2788, 1950 using N-butyllithium in ether, followed by carbonation with dry ice, and hydrolysis to the acid. The product had a melting point of 238°-239° C.